Dataset: the Open Reaction Database (ORD), a public repository of structured organic reaction records. Task: describe an organic reaction: reactants, conditions, products, and yield The reactants are CCOC(=O)C1(CCCCCCC(=O)[O-])CCCCC1=O, [CH3], CC(=O)O, O, O=S(=O)(O)O. The product is O=C(O)CCCCCCC1CCCCC1=O. Reaction SMILES: [C:2]([O:3][CH2:4][CH3:5])(=[O:6])[C:7]1([CH2:14][CH2:15][CH2:16][CH2:17][CH2:18][CH2:19][C:20](=[O:21])[O-:22])[C:8](=[O:13])[CH2:9][CH2:10][CH2:11][CH2:12]1.[CH3:1].[CH3:28][C:29](=[O:30])[OH:31].[OH2:32].[S:23](=[O:24])(=[O:25])([OH:26])[OH:27]>>[CH:7]1([CH2:14][CH2:15][CH2:16][CH2:17][CH2:18][CH2:19][C:20](=[O:21])[OH:22])[C:8](=[O:13])[CH2:9][CH2:10][CH2:11][CH2:12]1. Starting materials: C(C)(C)(C)OC(=O)N1CCC(CC1)(C(=O)O)C1=CC=C(C=C1)F (1-(tert-Butoxycarbonyl)-4-(4-fluorophenyl)piperidine-4-carboxylic acid), O1CCCC1.B (borane tetrahydrofuran), CO (methanol). Run at temperature 0 celsius. Reaction SMILES: [C:1]([O:5][C:6]([N:8]1[CH2:13][CH2:12][C:11]([C:17]2[CH:22]=[CH:21][C:20]([F:23])=[CH:19][CH:18]=2)([C:14](O)=[O:15])[CH2:10][CH2:9]1)=[O:7])([CH3:4])([CH3:3])[CH3:2].O1CCCC1.B.CO>O1CCCC1.C(OCC)(=O)C>[F:23][C:20]1[CH:19]=[CH:18][C:17]([C:11]2([CH2:14][OH:15])[CH2:10][CH2:9][N:8]([C:6]([O:5][C:1]([CH3:2])([CH3:3])[CH3:4])=[O:7])[CH2:13][CH2:12]2)=[CH:22][CH:21]=1 |f:1.2|. Reported procedure: 1-(tert-Butoxycarbonyl)-4-(4-fluorophenyl)piperidine-4-carboxylic acid (9.5 g, 29.3 mmol) was suspended in tetrahydrofuran (60 mL) and cooled to 0° C. To this solution was added borane tetrahydrofuran complex (1 M in tetrahydrofuran, 59 mL, 59 mmol) cautiously over 15 min. The reaction mixture was allowed to warm to room temperature overnight and then heated at reflux for 24 h. The mixture was cooled to 0° C., treated with excess methanol, diluted with ethyl acetate, washed with 1 N sodium hydro... The product is FC1=CC=C(C=C1)C1(CCN(CC1)C(=O)OC(C)(C)C)CO (tert-Butyl 4-(4-fluorophenyl)-4-(hydroxymethyl)piperidine-1-carboxylate). The solvent is O1CCCC1 (tetrahydrofuran), C(C)(=O)OCC (ethyl acetate). The reactants are [OH-].[Na+] (sodium hydroxide), O (water), C(C)[C@@H]1NC(CN(C1=O)CC1=CC=CC=C1)=O (2(S)-ethyl-4-benzyl-3,6-dioxopiperazine), [H-].[Al+3].[Li+].[H-].[H-].[H-] (lithium aluminum hydride), O (water). Run in O1CCCC1 (tetrahydrofuran). Reaction conditions: time 1 hour. Product: C(C)[C@@H]1NCCN(C1)CC1=CC=CC=C1 (2(S)-ethyl-4-benzylpiperazine). The yield is 98.6%. Reaction SMILES: [CH2:1]([C@H:3]1[C:8](=O)[N:7]([CH2:10][C:11]2[CH:16]=[CH:15][CH:14]=[CH:13][CH:12]=2)[CH2:6][C:5](=O)[NH:4]1)[CH3:2].[H-].[Al+3].[Li+].[H-].[H-].[H-].O.[OH-].[Na+]>O1CCCC1>[CH2:1]([C@H:3]1[CH2:8][N:7]([CH2:10][C:11]2[CH:16]=[CH:15][CH:14]=[CH:13][CH:12]=2)[CH2:6][CH2:5][NH:4]1)[CH3:2] |f:1.2.3.4.5.6,8.9|. Procedure: A solution of 8.1 gm (34.9 mmol) 2(S)-ethyl-4-benzyl-3,6-dioxopiperazine in 50 mL tetrahydrofuran was added dropwise via addition funnel to a solution of 75 mL (75 mMol) lithium aluminum hydride (1M in tetrahydrofuran) and the mixture was heated at reflux for 2.5 h. The reaction was then cooled in an ice bath and was treated sequentially with 3 mL deionized water, 3 mL 5N sodium hydroxide, and 9 mL deionized water. The resulting slurry was allowed to stir for 1 hour and was then filtered. The re... Starting materials: ClC1=CC=C(C=C1)C(N[C@H](C)C1=CC(=C(C=C1)F)F)C1=CC(=CC=C1)[N+](=O)[O-] (N-[(4-chlorophenyl)-(3-nitrophenyl)methyl]-N-[(R)-1-(3,4-difluorophenyl)ethyl]amine), [BH4-].[Na+] (sodium borohydride). The reagents and catalysts are O.O.O.O.O.O.[Ni](Cl)Cl (nickel chloride hexahydrate). Yields the product ClC1=CC=C(C=C1)C(C=1C=C(C=CC1)N)N[C@H](C)C1=CC(=C(C=C1)F)F (3-{(4-Chlorophenyl)-[(R)-1-(3,4-difluorophenyl)ethylamino]methyl}-phenylamine). The yield is 99.7%. RXN SMILES: [Cl:1][C:2]1[CH:7]=[CH:6][C:5]([CH:8]([C:20]2[CH:25]=[CH:24][CH:23]=[C:22]([N+:26]([O-])=O)[CH:21]=2)[NH:9][C@@H:10]([C:12]2[CH:17]=[CH:16][C:15]([F:18])=[C:14]([F:19])[CH:13]=2)[CH3:11])=[CH:4][CH:3]=1.[BH4-].[Na+]>O.O.O.O.O.O.[Ni](Cl)Cl>[Cl:1][C:2]1[CH:3]=[CH:4][C:5]([CH:8]([NH:9][C@@H:10]([C:12]2[CH:17]=[CH:16][C:15]([F:18])=[C:14]([F:19])[CH:13]=2)[CH3:11])[C:20]2[CH:21]=[C:22]([NH2:26])[CH:23]=[CH:24][CH:25]=2)=[CH:6][CH:7]=1 |f:1.2,3.4.5.6.7.8.9|. Reported procedure: Following a similar procedure to that described in Example (1b), 1.30 g of N-[(4-chlorophenyl)-(3-nitrophenyl)methyl]-N-[(R)-1-(3,4-difluorophenyl)ethyl]amine [prepared as described in step (a) above], 1.53 g of nickel chloride hexahydrate and 514 mg of sodium borohydride were reacted, to obtain 1.20 g of the title compound as a yellow oil.